Dataset: the Open Reaction Database (ORD), a public repository of structured organic reaction records. Task: describe an organic reaction: reactants, conditions, products, and yield The reactants are diazonium, azodye-phenoxide, [OH-].[K+] (potassium hydroxide), [Cl-].[N+](=O)([O-])C1=C(C=CC=C1)[N+]#N (o-nitrobenzenediazonium chloride), Cl (hydrochloric acid), CC(C1=CC=CC=C1)(C)C1=C(C=CC(=C1)C(C1=CC=CC=C1)(C)C)O (2,4-di(α,α-dimethylbenzyl)phenol). Solvent: C(C)(=O)O (acetic acid), CO (methanol), O (water), CO (methanol). Run at temperature -4 celsius. Yields the product [N+](=O)([O-])C1=C(C=CC=C1)N=NC1=C(C(=CC(=C1)C(C1=CC=CC=C1)(C)C)C(C1=CC=CC=C1)(C)C)O (2-Nitro-2'-hydroxy-3',5'-di(α,α-dimethylbenzyl)azobenzene). As a reaction SMILES: [OH-].[K+].[CH3:3][C:4]([C:12]1[CH:17]=[C:16]([C:18]([CH3:26])([CH3:25])[C:19]2[CH:24]=[CH:23][CH:22]=[CH:21][CH:20]=2)[CH:15]=[CH:14][C:13]=1[OH:27])([CH3:11])[C:5]1[CH:10]=[CH:9][CH:8]=[CH:7][CH:6]=1.[Cl-].[N+:29]([C:32]1[CH:37]=[CH:36][CH:35]=[CH:34][C:33]=1[N+:38]#[N:39])([O-:31])=[O:30].Cl>CO.C(O)(=O)C.O>[N+:29]([C:32]1[CH:37]=[CH:36][CH:35]=[CH:34][C:33]=1[N:38]=[N:39][C:14]1[CH:15]=[C:16]([C:18]([CH3:26])([CH3:25])[C:19]2[CH:20]=[CH:21][CH:22]=[CH:23][CH:24]=2)[CH:17]=[C:12]([C:4]([CH3:3])([CH3:11])[C:5]2[CH:6]=[CH:7][CH:8]=[CH:9][CH:10]=2)[C:13]=1[OH:27])([O-:31])=[O:30] |f:0.1,3.4|. Procedure details: To a 500-ml 3-necked flask fitted with a stirrer, thermometer, pressure equalized addition funnel and nitrogen inlets and outlets were charged 13.5 grams (0.21 mole) of potassium hydroxide pellets and 10 ml of water. The resulting hot solution was diluted with 80 ml of methanol. After flushing with nitrogen, 16.5 grams (0.05 mole) of 2,4-di(α,α-dimethylbenzyl)phenol and 85 ml of methanol were added to give a clear solution which was then cooled to -4° C. A cold solution of o-nitrobenzenediazoniu... Reactants: CO, CSc1ccc(C(O)(CC2CCC2)c2cc3cccnc3[nH]2)cc1, [O-][I+3]([O-])([O-])[O-], [Na+], O. Product: CS(=O)c1ccc(C(O)(CC2CCC2)c2cc3cccnc3[nH]2)cc1. Reaction SMILES: [CH3:31][OH:32].[CH:1]1([CH2:5][C:6]([OH:7])([c:8]2[cH:9][c:10]3[c:11]([n:12][cH:13][cH:14][cH:15]3)[nH:16]2)[c:17]2[cH:18][cH:19][c:20]([S:23][CH3:24])[cH:21][cH:22]2)[CH2:2][CH2:3][CH2:4]1.[I+3:25]([O-:26])([O-:27])([O-:28])[O-:29].[Na+:30].[OH2:33]>>[CH:1]1([CH2:5][C:6]([OH:7])([c:8]2[cH:9][c:10]3[c:11]([n:12][cH:13][cH:14][cH:15]3)[nH:16]2)[c:17]2[cH:18][cH:19][c:20]([S:23]([CH3:24])=[O:26])[cH:21][cH:22]2)[CH2:2][CH2:3][CH2:4]1. Starting materials: CC(=O)OCc1cc(OS(=O)(=O)C(F)(F)F)c(OCCNC(=O)OC(C)(C)C)cn1, O=C([O-])[O-], Cc1ccccc1, [Cs+], [Cs+], CC(=O)[O-], CC(=O)[O-], [Pd+2], c1ccc(P(c2ccccc2)c2ccc3ccccc3c2-c2c(P(c3ccccc3)c3ccccc3)ccc3ccccc23)cc1. The product is CC(=O)OCc1cc2c(cn1)OCCN2C(=O)OC(C)(C)C. As a reaction SMILES: [C:1]([CH3:2])(=[O:3])[O:4][CH2:5][c:6]1[n:7][cH:8][c:9]([O:20][CH2:21][CH2:22][NH:23][C:24](=[O:25])[O:26][C:27]([CH3:28])([CH3:29])[CH3:30])[c:10]([O:12][S:13]([C:14]([F:15])([F:16])[F:17])(=[O:18])=[O:19])[cH:11]1.[C:77](=[O:78])([O-:79])[O-:80].[CH3:83][c:84]1[cH:85][cH:86][cH:87][cH:88][cH:89]1.[Cs+:81].[Cs+:82].[O-:91][C:92]([CH3:93])=[O:94].[O-:95][C:96]([CH3:97])=[O:98].[Pd+2:90].[c:31]1([P:32]([c:33]2[cH:34][cH:35][cH:36][cH:37][cH:38]2)[c:39]2[cH:40][cH:41][c:42]3[c:43]([cH:44][cH:45][cH:46][cH:47]3)[c:48]2-[c:49]2[c:50]3[c:51]([cH:52][cH:53][cH:54][cH:55]3)[cH:56][cH:57][c:58]2[P:59]([c:60]2[cH:61][cH:62][cH:63][cH:64][cH:65]2)[c:66]2[cH:67][cH:68][cH:69][cH:70][cH:71]2)[cH:72][cH:73][cH:74][cH:75][cH:76]1>>[C:1]([CH3:2])(=[O:3])[O:4][CH2:5][c:6]1[n:7][cH:8][c:9]2[c:10]([cH:11]1)[N:23]([C:24](=[O:25])[O:26][C:27]([CH3:28])([CH3:29])[CH3:30])[CH2:22][CH2:21][O:20]2. Reactants: CCN(CC)C(=O)Oc2ccc1ccccc1c2 (substrate), COc1ccc([Al](CC(C)C)CC(C)C)cc1 (effective_coupling_partner). The reagents and catalysts are PCy3. Reaction conditions: temperature 25 celsius, time 24 hour. The product is COc3ccc(c2ccc1ccccc1c2)cc3. The reactants are Cl.FC=1C=C(C=CC1OC1=C2C(=NC=C1)C=C(S2)C(=O)N2CCCCC2)NC(=S)NC(CC2=CC=CC=C2)=O (N-(3-Fluoro-4-(2-(piperidine-1-carbonyl)thieno[3,2-b]pyridin-7-yloxy)phenylcarbamothioyl)-2-phenylacetamide hydrochloride), FC=1C=C(C=CC1OC1=C2C(=NC=C1)C=C(S2)C(=O)N2CCCCC2)NC(=S)NC(CC2=CC=CC=C2)=O (N-(3-Fluoro-4-(2-(piperidine-1-carbonyl)thieno[3,2-b]pyridin-7-yloxy)phenylcarbamothioyl)-2-phenylacetamide), C(C)(C)(C)OC(=O)[C@H]1N(CCC1)C(=O)C1=CC2=NC=CC(=C2S1)OC1=C(C=C(C=C1)NC(=S)NC(CC1=CC=CC=C1)=O)F ((S)-tert-Butyl1-(7-(2-fluoro-4-(3-(2-phenylacetyl)thioureido)phenoxy)thieno[3,2-b]pyridine-2-carbonyl)pyrrolidine-2-carboxylate). Yields the product Cl.FC1=C(OC2=C3C(=NC=C2)C=C(S3)C(=O)N3[C@@H](CCC3)C(=O)O)C=CC(=C1)NC(=S)NC(CC1=CC=CC=C1)=O ((S)-1-(7-(2-Fluoro-4-(3-(2-phenylacetyl)thioureido)phenoxy)thieno[3,2-b]pyridine-2-carbonyl)pyrrolidine-2-carboxylic acid hydrochloride). RXN SMILES: [ClH:1].FC1C=C(NC(NC(=O)CC2C=CC=CC=2)=S)C=CC=1OC1C=CN=C2C=C(C(N3CCCCC3)=O)SC=12.FC1C=C(NC(NC(=O)CC2C=CC=CC=2)=S)C=CC=1OC1C=CN=C2C=C(C(N3CCCCC3)=O)SC=12.C([O:82][C:83]([C@@H:85]1[CH2:89][CH2:88][CH2:87][N:86]1[C:90]([C:92]1[S:100][C:99]2[C:94](=[N:95][CH:96]=[CH:97][C:98]=2[O:101][C:102]2[CH:107]=[CH:106][C:105]([NH:108][C:109]([NH:111][C:112](=[O:120])[CH2:113][C:114]3[CH:119]=[CH:118][CH:117]=[CH:116][CH:115]=3)=[S:110])=[CH:104][C:103]=2[F:121])[CH:93]=1)=[O:91])=[O:84])(C)(C)C>>[ClH:1].[F:121][C:103]1[CH:104]=[C:105]([NH:108][C:109]([NH:111][C:112](=[O:120])[CH2:113][C:114]2[CH:115]=[CH:116][CH:117]=[CH:118][CH:119]=2)=[S:110])[CH:106]=[CH:107][C:102]=1[O:101][C:98]1[CH:97]=[CH:96][N:95]=[C:94]2[CH:93]=[C:92]([C:90]([N:86]3[CH2:87][CH2:88][CH2:89][C@H:85]3[C:83]([OH:84])=[O:82])=[O:91])[S:100][C:99]=12 |f:0.1,4.5|. Procedure details: Following the procedure described above for the synthesis of compound 136a (Example 93) but substituting compound 135d (example 92, table 11) for the compound 135a (Example 89, Table 11), title compound 136c was obtained. Characterization of this material is provided in Table 12.